This data is from the Open Reaction Database (ORD), a public repository of structured organic reaction records. The task is: describe an organic reaction: reactants, conditions, products, and yield Starting materials: ClCCCI, ClCCCn1ncc2ccc(-c3ccsc3)cc21, [H-], [Na+], CN(C)C=O, c1cc(-c2ccc3cn[nH]c3c2)cs1. Product: ClCCCn1cc2ccc(-c3ccsc3)cc2n1, ClCCCn1ncc2ccc(-c3ccsc3)cc21. As a reaction SMILES: [Cl:1][CH2:2][CH2:3][CH2:4][I:5].[Cl:6][CH2:7][CH2:8][CH2:9][n:10]1[n:11][cH:12][c:13]2[cH:14][cH:15][c:16](-[c:19]3[cH:20][s:21][cH:22][cH:23]3)[cH:17][c:18]12.[H-:38].[Na+:39].[O:40]=[CH:41][N:42]([CH3:43])[CH3:44].[s:24]1[cH:25][c:26](-[c:29]2[cH:30][cH:31][c:32]3[cH:33][n:34][nH:35][c:36]3[cH:37]2)[cH:27][cH:28]1>>[Cl:1][CH2:2][CH2:3][CH2:4][n:34]1[cH:33][c:32]2[cH:31][cH:30][c:29](-[c:26]3[cH:25][s:24][cH:28][cH:27]3)[cH:37][c:36]2[n:35]1.[Cl:6][CH2:7][CH2:8][CH2:9][n:10]1[n:11][cH:12][c:13]2[cH:14][cH:15][c:16](-[c:19]3[cH:20][s:21][cH:22][cH:23]3)[cH:17][c:18]12. Reactants: O=C([O-])O, CCc1nc(-c2ccc(Cl)cc2Cl)c(CC)nc1NC1CN(C(=O)OCc2ccccc2)CC1O, O=C(O)c1ccc([N+](=O)[O-])cc1, CC(C)(C)OC(=O)N=NC(=O)OC(C)(C)C, [Na+], C1CCOC1, c1ccc(P(c2ccccc2)c2ccccc2)cc1. Yields the product CCc1nc(-c2ccc(Cl)cc2Cl)c(CC)nc1NC1CN(C(=O)OCc2ccccc2)CC1OC(=O)c1ccc([N+](=O)[O-])cc1. As a reaction SMILES: [C:83](=[O:84])([OH:85])[O-:86].[Cl:1][c:2]1[c:3](-[c:9]2[n:10][c:11]([CH2:34][CH3:35])[c:12]([NH:17][CH:18]3[CH2:19][N:20]([C:24](=[O:25])[O:26][CH2:27][c:28]4[cH:29][cH:30][cH:31][cH:32][cH:33]4)[CH2:21][CH:22]3[OH:23])[n:13][c:14]2[CH2:15][CH3:16])[cH:4][cH:5][c:6]([Cl:8])[cH:7]1.[N+:36](=[O:37])([O-:38])[c:39]1[cH:40][cH:41][c:42]([C:43](=[O:44])[OH:45])[cH:46][cH:47]1.[N:67]([C:68]([O:69][C:70]([CH3:71])([CH3:72])[CH3:73])=[O:74])=[N:75][C:76]([O:77][C:78]([CH3:79])([CH3:80])[CH3:81])=[O:82].[Na+:87].[O:88]1[CH2:89][CH2:90][CH2:91][CH2:92]1.[c:48]1([P:49]([c:50]2[cH:51][cH:52][cH:53][cH:54][cH:55]2)[c:56]2[cH:57][cH:58][cH:59][cH:60][cH:61]2)[cH:62][cH:63][cH:64][cH:65][cH:66]1>>[Cl:1][c:2]1[c:3](-[c:9]2[n:10][c:11]([CH2:34][CH3:35])[c:12]([NH:17][CH:18]3[CH2:19][N:20]([C:24](=[O:25])[O:26][CH2:27][c:28]4[cH:29][cH:30][cH:31][cH:32][cH:33]4)[CH2:21][CH:22]3[O:23][C:43]([c:42]3[cH:41][cH:40][c:39]([N+:36](=[O:37])[O-:38])[cH:47][cH:46]3)=[O:44])[n:13][c:14]2[CH2:15][CH3:16])[cH:4][cH:5][c:6]([Cl:8])[cH:7]1. The reactants are ice water, Cl.COC1=C(C=CC=C1)NN (2-methoxyphenylhydrazine hydrochloride), C1(=CC=CC=C1)CCC=O (3-phenylpropionaldehyde), P(Cl)(Cl)Cl (phosphorous trichloride), C([O-])(O)=O.[Na+] (sodium bicarbonate). Solvent: O (water), C1(=CC=CC=C1)C (toluene). Yields the product C1(=CC=CC=C1)CC1=CNC2=C(C=CC=C12)OC (3-phenylmethyl-7-methoxyindole). As a reaction SMILES: Cl.[CH3:2][O:3][C:4]1[CH:9]=[CH:8][CH:7]=[CH:6][C:5]=1[NH:10]N.[C:12]1([CH2:18][CH2:19][CH:20]=O)[CH:17]=[CH:16][CH:15]=[CH:14][CH:13]=1.P(Cl)(Cl)Cl.C(=O)(O)[O-].[Na+]>C1(C)C=CC=CC=1.O>[C:12]1([CH2:18][C:19]2[C:6]3[C:5](=[C:4]([O:3][CH3:2])[CH:9]=[CH:8][CH:7]=3)[NH:10][CH:20]=2)[CH:17]=[CH:16][CH:15]=[CH:14][CH:13]=1 |f:0.1,4.5|. Reported procedure: A mixture of 15 gm (0.086 mol) of 2-methoxyphenylhydrazine hydrochloride and 12 mL (0.09 mol) of 3-phenylpropionaldehyde in 300 mL of toluene was refluxed for 1.5 hours with azeotropic removal of water. The suspension was cooled, evaporated in vacuo and the residue dissolved in 500 mL of dichloromethane and stirred with 9 mL (0.09 mol) of phosphorous trichloride for 18 hours. The solution was poured into ice-water, stirred well, and made basic with sodium bicarbonate. The organic phase was washe... Starting materials: Cc1ccccc1, Nc1ccc(Cl)cc1, CCC(=O)CC(=O)OC, O, Cc1ccc(S(=O)(=O)O)cc1. Yields the product CCC(=CC(=O)OC)Nc1ccc(Cl)cc1. Reaction SMILES: [CH3:30][c:31]1[cH:32][cH:33][cH:34][cH:35][cH:36]1.[NH2:1][c:2]1[cH:3][cH:4][c:5]([Cl:6])[cH:7][cH:8]1.[O:9]=[C:10]([CH2:11][C:12](=[O:13])[O:14][CH3:15])[CH2:16][CH3:17].[OH2:18].[c:19]1([CH3:20])[cH:21][cH:22][c:23]([S:24]([OH:25])(=[O:26])=[O:27])[cH:28][cH:29]1>>[NH:1]([c:2]1[cH:3][cH:4][c:5]([Cl:6])[cH:7][cH:8]1)[C:10](=[CH:11][C:12](=[O:13])[O:14][CH3:15])[CH2:16][CH3:17]. Starting materials: ClC(Cl)Cl, O=C(Cl)CCl, CCOC(=O)c1cc(C(=O)c2ccccc2Cl)c(N)s1, O. Product: CCOC(=O)c1cc(C(=O)c2ccccc2Cl)c(NC(=O)CCl)s1. RXN SMILES: [CH:26]([Cl:27])([Cl:28])[Cl:29].[Cl:21][CH2:22][C:23](=[O:24])[Cl:25].[NH2:1][c:2]1[c:3]([C:12]([c:13]2[c:14]([Cl:19])[cH:15][cH:16][cH:17][cH:18]2)=[O:20])[cH:4][c:5]([C:7](=[O:8])[O:9][CH2:10][CH3:11])[s:6]1.[OH2:30]>>[NH:1]([c:2]1[c:3]([C:12]([c:13]2[c:14]([Cl:19])[cH:15][cH:16][cH:17][cH:18]2)=[O:20])[cH:4][c:5]([C:7](=[O:8])[O:9][CH2:10][CH3:11])[s:6]1)[C:23]([CH2:22][Cl:21])=[O:24]. Reactants: CCSC1=NC(=O)C(=Cc2ccc3c(c2)c(I)nn3Cc2ccc(C(F)(F)F)cc2C(F)(F)F)S1, O=C(O)C1CCNCC1. Product: O=C1N=C(N2CCC(C(=O)O)CC2)SC1=Cc1ccc2c(c1)c(I)nn2Cc1ccc(C(F)(F)F)cc1C(F)(F)F. As a reaction SMILES: [F:1][C:2]([c:3]1[c:4]([CH2:5][n:6]2[n:7][c:8]([I:25])[c:9]3[cH:10][c:11]([CH:15]=[C:16]4[C:17](=[O:24])[N:18]=[C:19]([S:21][CH2:22][CH3:23])[S:20]4)[cH:12][cH:13][c:14]23)[cH:26][cH:27][c:28]([C:30]([F:31])([F:32])[F:33])[cH:29]1)([F:34])[F:35].[NH:36]1[CH2:37][CH2:38][CH:39]([C:42](=[O:43])[OH:44])[CH2:40][CH2:41]1>>[F:1][C:2]([c:3]1[c:4]([CH2:5][n:6]2[n:7][c:8]([I:25])[c:9]3[cH:10][c:11]([CH:15]=[C:16]4[C:17](=[O:24])[N:18]=[C:19]([N:36]5[CH2:37][CH2:38][CH:39]([C:42](=[O:43])[OH:44])[CH2:40][CH2:41]5)[S:20]4)[cH:12][cH:13][c:14]23)[cH:26][cH:27][c:28]([C:30]([F:31])([F:32])[F:33])[cH:29]1)([F:34])[F:35]. Reactants: COc1ccc(CBr)cc1, CC(=O)OCCn1c(C(=O)c2cc(C)cc(C#N)c2)c(C(C)C)c(=O)[nH]c1=O, O=C([O-])[O-], CCOC(C)=O, [I-], [K+], [K+], [Li+], CN(C)C=O. RXN SMILES: [Br:35][CH2:36][c:37]1[cH:38][cH:39][c:40]([O:43][CH3:44])[cH:41][cH:42]1.[C:1](#[N:2])[c:3]1[cH:4][c:5]([C:6](=[O:7])[c:8]2[c:9]([CH:22]([CH3:23])[CH3:24])[c:10](=[O:21])[nH:11][c:12](=[O:20])[n:13]2[CH2:14][CH2:15][O:16][C:17]([CH3:18])=[O:19])[cH:25][c:26]([CH3:28])[cH:27]1.[C:29](=[O:30])([O-:31])[O-:32].[CH3:52][CH2:53][O:54][C:55](=[O:56])[CH3:57].[I-:45].[K+:33].[K+:34].[Li+:46].[O:47]=[CH:48][N:49]([CH3:50])[CH3:51]>>[C:1](#[N:2])[c:3]1[cH:4][c:5]([C:6](=[O:7])[c:8]2[c:9]([CH:22]([CH3:23])[CH3:24])[c:10](=[O:21])[n:11]([CH2:36][c:37]3[cH:38][cH:39][c:40]([O:43][CH3:44])[cH:41][cH:42]3)[c:12](=[O:20])[n:13]2[CH2:14][CH2:15][O:16][C:17]([CH3:18])=[O:19])[cH:25][c:26]([CH3:28])[cH:27]1. Product: COc1ccc(Cn2c(=O)c(C(C)C)c(C(=O)c3cc(C)cc(C#N)c3)n(CCOC(C)=O)c2=O)cc1. Reactants: CC1(C)Oc2ccc(C#N)cc2C(NC(=O)C(NC(=O)O)c2ccccc2)C1O, ClCCl, O=C(O)C(F)(F)F. Product: CC1(C)Oc2ccc(C#N)cc2C(NC(=O)C(N)c2ccccc2)C1O. As a reaction SMILES: [C:1](#[N:2])[c:3]1[cH:4][cH:5][c:6]2[c:7]([cH:29]1)[CH:8]([NH:15][C:16]([CH:17]([c:18]1[cH:19][cH:20][cH:21][cH:22][cH:23]1)[NH:24][C:25](=[O:26])[OH:27])=[O:28])[CH:9]([OH:14])[C:10]([CH3:12])([CH3:13])[O:11]2.[Cl:37][CH2:38][Cl:39].[OH:30][C:31]([C:32]([F:33])([F:34])[F:35])=[O:36]>>[C:1](#[N:2])[c:3]1[cH:4][cH:5][c:6]2[c:7]([cH:29]1)[CH:8]([NH:15][C:16]([CH:17]([c:18]1[cH:19][cH:20][cH:21][cH:22][cH:23]1)[NH2:24])=[O:28])[CH:9]([OH:14])[C:10]([CH3:12])([CH3:13])[O:11]2.